Dataset: the Open Reaction Database (ORD), a public repository of structured organic reaction records. Task: describe an organic reaction: reactants, conditions, products, and yield Starting materials: BrCc1ccc(Br)cc1, O=C([O-])[O-], CCCC[N+](CCCC)(CCCC)CCCC, CCCC[N+](CCCC)(CCCC)CCCC, C1CCOC1, COC(=O)CN, Cl, [K+], [K+], O, O=S(=O)([O-])[O-]. The product is COC(=O)CNCc1ccc(Br)cc1. RXN SMILES: [Br:1][c:2]1[cH:3][cH:4][c:5]([CH2:6][Br:7])[cH:8][cH:9]1.[C:17](=[O:18])([O-:19])[O-:20].[CH2:28]([N+:29]([CH2:30][CH2:31][CH2:32][CH3:33])([CH2:34][CH2:35][CH2:36][CH3:37])[CH2:38][CH2:39][CH2:40][CH3:41])[CH2:42][CH2:43][CH3:44].[CH2:45]([N+:46]([CH2:47][CH2:48][CH2:49][CH3:50])([CH2:51][CH2:52][CH2:53][CH3:54])[CH2:55][CH2:56][CH2:57][CH3:58])[CH2:59][CH2:60][CH3:61].[CH2:62]1[O:63][CH2:64][CH2:65][CH2:66]1.[CH3:11][O:12][C:13]([CH2:14][NH2:15])=[O:16].[ClH:10].[K+:21].[K+:22].[OH2:67].[S:23]([O-:24])([O-:25])(=[O:26])=[O:27]>>[Br:1][c:2]1[cH:3][cH:4][c:5]([CH2:6][NH:15][CH2:14][C:13]([O:12][CH3:11])=[O:16])[cH:8][cH:9]1.